This data is from the Open Reaction Database (ORD), a public repository of structured organic reaction records. The task is: describe an organic reaction: reactants, conditions, products, and yield Starting materials: CC(C)(C)OC(=O)OC(C)(C)C, CN(C)c1ccncc1, O=C1NC2C=CC1C2, C1CCOC1. Product: CC(C)(C)OC(=O)N1C(=O)C2C=CC1C2. As a reaction SMILES: [C:9]([O:10][C:11]([CH3:12])([CH3:13])[CH3:14])([O:15][C:17]([CH3:18])([CH3:19])[CH3:20])=[O:16].[CH3:26][N:27]([CH3:28])[c:29]1[cH:30][cH:31][n:32][cH:33][cH:34]1.[CH:1]12[NH:2][C:3](=[O:8])[CH:4]([CH:5]=[CH:6]1)[CH2:7]2.[O:21]1[CH2:22][CH2:23][CH2:24][CH2:25]1>>[CH:1]12[N:2]([C:9]([O:10][C:11]([CH3:12])([CH3:13])[CH3:14])=[O:15])[C:3](=[O:8])[CH:4]([CH:5]=[CH:6]1)[CH2:7]2. Reactants: Cc1ccccc1, CN, C[Al](C)C, COc1ccc(C#N)cc1, ClC(Cl)Cl, Cl. Yields the product CNC(=N)c1ccc(OC)cc1. As a reaction SMILES: [CH3:18][c:19]1[cH:20][cH:21][cH:22][cH:23][cH:24]1.[CH3:2][NH2:3].[CH3:4][Al:5]([CH3:6])[CH3:7].[CH3:8][O:9][c:10]1[cH:11][cH:12][c:13]([C:14]#[N:15])[cH:16][cH:17]1.[Cl:25][CH:26]([Cl:27])[Cl:28].[ClH:1]>>[CH3:2][NH:3][C:14]([c:13]1[cH:12][cH:11][c:10]([O:9][CH3:8])[cH:17][cH:16]1)=[NH:15]. The reactants are IC1=C(C=CC=C1)NC(CNC(=O)NC=1C=C(C=CC1)C)=O (N-(2-iodophenyl)-2-(3-m-tolylureido)acetamide), [I-].[K+] (potassium iodide), C(C)(C)(C)OC(CBr)=O (t-butylbromoacetate), C([O-])([O-])=O.[K+].[K+] (potassium carbonate), Cl (hydrochloric acid). Reagents/catalysts: [Br-].C(CCC)[N+](CCCC)(CCCC)CCCC (tetra-n-butylammonium bromide). Solvent: CS(=O)C (DMSO), C(C)(=O)OCC (ethyl acetate), O (water). Conditions: time 2.25 hour. Product: IC1=C(C=CC=C1)N(C(CNC(=O)NC=1C=C(C=CC1)C)=O)CC(=O)OC(C)(C)C (Tert-butyl ((2-iodophenyl)-(2-(3-m-tolylureido)acetyl)amino)acetate). The yield is 91.7%. RXN SMILES: [I:1][C:2]1[CH:7]=[CH:6][CH:5]=[CH:4][C:3]=1[NH:8][C:9](=[O:22])[CH2:10][NH:11][C:12]([NH:14][C:15]1[CH:16]=[C:17]([CH3:21])[CH:18]=[CH:19][CH:20]=1)=[O:13].[I-].[K+].[C:25]([O:29][C:30](=[O:33])[CH2:31]Br)([CH3:28])([CH3:27])[CH3:26].C(=O)([O-])[O-].[K+].[K+].Cl>CS(C)=O.[Br-].C([N+](CCCC)(CCCC)CCCC)CCC.C(OCC)(=O)C.O>[I:1][C:2]1[CH:7]=[CH:6][CH:5]=[CH:4][C:3]=1[N:8]([CH2:31][C:30]([O:29][C:25]([CH3:28])([CH3:27])[CH3:26])=[O:33])[C:9](=[O:22])[CH2:10][NH:11][C:12]([NH:14][C:15]1[CH:16]=[C:17]([CH3:21])[CH:18]=[CH:19][CH:20]=1)=[O:13] |f:1.2,4.5.6,9.10|. Reported procedure: To a solution of N-(2-iodophenyl)-2-(3-m-tolylureido)acetamide (1.02 g, 2.5 mmol) in DMSO (5 ml) are added at room temperature potassium iodide (83 mg, 0.2 mmol), tetra-n-butylammonium bromide (81 mg, 0.1 mmol), t-butylbromoacetate (0.55 ml, 3.75 mmol) and potassium carbonate (1.04 g, 7.5 mmol), and stirred at room temperature for 2.25 hours. To the reaction mixture are added water and ethyl acetate, and the pH is adjusted to 2 with 2N hydrochloric acid. The aqueous layer is extracted twice with... Reactants: ClC=1C=CC(=C(C(=O)OCC)C1)[N+](=O)[O-] (ethyl 5-chloro-2-nitrobenzoate), C1(=CC=CC=C1)B(O)O (phenylboronic acid), [O-]P(=O)([O-])[O-].[K+].[K+].[K+] (K3PO4). Reagents/catalysts: [Br-].C(CCC)[N+](CCCC)(CCCC)CCCC (tetrabutylammonium bromide), C(C)(=O)[O-].[Pd+2].C(C)(=O)[O-] (palladium acetate). Run in CN(C)C=O (DMF), O (water). Conditions: temperature 95 celsius. Product: [N+](=O)([O-])C1=C(C=C(C=C1)C1=CC=CC=C1)C(=O)OCC (ethyl 4-nitro-[1,1′-biphenyl]-3-carboxylate). Yield: 89.0%. RXN SMILES: Cl[C:2]1[CH:3]=[CH:4][C:5]([N+:13]([O-:15])=[O:14])=[C:6]([CH:12]=1)[C:7]([O:9][CH2:10][CH3:11])=[O:8].[C:16]1(B(O)O)[CH:21]=[CH:20][CH:19]=[CH:18][CH:17]=1.[O-]P([O-])([O-])=O.[K+].[K+].[K+]>CN(C=O)C.[Br-].C([N+](CCCC)(CCCC)CCCC)CCC.O.C([O-])(=O)C.[Pd+2].C([O-])(=O)C>[N+:13]([C:5]1[CH:4]=[CH:3][C:2]([C:16]2[CH:21]=[CH:20][CH:19]=[CH:18][CH:17]=2)=[CH:12][C:6]=1[C:7]([O:9][CH2:10][CH3:11])=[O:8])([O-:15])=[O:14] |f:2.3.4.5,7.8,10.11.12|. Procedure: To a stirring solution of ethyl 5-chloro-2-nitrobenzoate (2 g, 8.71 mmol) and phenylboronic acid (2.124 g, 17.42 mmol) in DMF (20 ml) was added K3PO4 (2.77 g, 13.07 mmol), palladium acetate (0.098 g, 0.436 mmol) and tetrabutylammonium bromide (4.21 g, 13.07 mmol). Reaction mixture was heated at 95° C. for 16 h. Reaction mixture was diluted with water and extracted with EtOAc. The organic layer was separated and distilled out to get crude product which was column purified using 10% EtOAC in hexan... Starting materials: N=1N(C=C2CCCCC12)C1=C(C(=O)NC(C(C(=O)O)O)CC2=CC=CC=C2)C=CC=N1 (3-[2-(4,5,6,7-tetrahydro-2H-indazol-2-yl)nicotinamido]-2-hydroxy-4-phenylbutanoic acid), Cl.C1(CC1)N (cyclopropylamine hydrochloride). Product: C1(CC1)NC(C(C(CC1=CC=CC=C1)NC(C1=C(N=CC=C1)N1N=C2CCCCC2=C1)=O)O)=O (N-(4-(Cyclopropylamino)-3-hydroxy-4-oxo-1-phenylbutan-2-yl)-2-(4,5,6,7-tetrahydro-2H-indazol-2-yl)nicotinamide). As a reaction SMILES: [N:1]1[N:2]([C:10]2[N:31]=[CH:30][CH:29]=[CH:28][C:11]=2[C:12]([NH:14][CH:15]([CH2:21][C:22]2[CH:27]=[CH:26][CH:25]=[CH:24][CH:23]=2)[CH:16]([OH:20])[C:17]([OH:19])=O)=[O:13])[CH:3]=[C:4]2[C:9]=1[CH2:8][CH2:7][CH2:6][CH2:5]2.Cl.[CH:33]1([NH2:36])[CH2:35][CH2:34]1>>[CH:33]1([NH:36][C:17](=[O:19])[CH:16]([OH:20])[CH:15]([NH:14][C:12](=[O:13])[C:11]2[CH:28]=[CH:29][CH:30]=[N:31][C:10]=2[N:2]2[CH:3]=[C:4]3[C:9]([CH2:8][CH2:7][CH2:6][CH2:5]3)=[N:1]2)[CH2:21][C:22]2[CH:23]=[CH:24][CH:25]=[CH:26][CH:27]=2)[CH2:35][CH2:34]1 |f:1.2|. Reported procedure: The reaction was carried out in analogy to reaction step 3.1 by reacting 3-[2-(4,5,6,7-tetrahydro-2H-indazol-2-yl)nicotinamido]-2-hydroxy-4-phenylbutanoic acid and cyclopropylamine hydrochloride. Starting materials: C1(NC=CC2=CC=CC=C12)=O (isoquinolin-1-one), CCC(CCCCC)N (oct-3-ylamine), CCC(CCCCC)N (oct-3-ylamine), Formula 5. Product: C1(CCCC2=CC=CC=C12)C(=O)N (1,2,3,4-tetrahydronaphthalen-1-ylcarboxamide). Reaction SMILES: [C:1]1(=[O:11])[C:10]2[C:5](=[CH:6][CH:7]=[CH:8][CH:9]=2)[CH:4]=[CH:3][NH:2]1.[CH3:12][CH2:13]C(N)CCCCC>>[CH:10]1([C:1]([NH2:2])=[O:11])[C:5]2[C:6](=[CH:12][CH:13]=[CH:3][CH:4]=2)[CH2:7][CH2:8][CH2:9]1. Procedure: A preferred process for preparing 2-(1-azabicyclo 2.2.2!oct-3-yl)-2,3,3a,4,5,6-hexahydro-1H-benz de!isoquinolin-1-one is that in which L is chloro and the 1-azabicyclo 2.2.2!oct-3-ylamine is (S)-1-azabicyclo 2.2.2!oct-3-ylamine and is reacted with the compound of Formula 5 to give N-(1-azabicyclo 2.2.2!oct-3S-yl)-1,2,3,4-tetrahydronaphthalen-1-ylcarboxamide; and preferably wherein the N-(1-azabicyclo 2.2.2!oct-3S-yl)-1,2,3,4-tetrahydronaphthalen-1-ylcarboxamide is then reduced as N-(1-azabicyclo... The reactants are CC[N+](CC)(CC)Cc1ccccc1, Cc1ccccc1, [Cl-], Cc1cccc(C(F)(F)F)c1S(=O)(=O)Cl, [Na+], [OH-], O, CC(C)OP(=O)(CO)OC(C)C. The product is Cc1cccc(C(F)(F)F)c1S(=O)(=O)OCP(=O)(OC(C)C)OC(C)C. RXN SMILES: [CH2:32]([N+:33]([CH2:34][CH3:35])([CH2:36][CH3:37])[CH2:38][CH3:39])[c:40]1[cH:41][cH:42][cH:43][cH:44][cH:45]1.[CH3:46][c:47]1[cH:48][cH:49][cH:50][cH:51][cH:52]1.[Cl-:31].[F:16][C:17]([c:18]1[c:19]([S:25](=[O:26])(=[O:27])[Cl:28])[c:20]([CH3:24])[cH:21][cH:22][cH:23]1)([F:29])[F:30].[Na+:2].[OH-:1].[OH2:3].[OH:4][CH2:5][P:6]([O:7][CH:8]([CH3:9])[CH3:10])([O:11][CH:12]([CH3:13])[CH3:14])=[O:15]>>[O:4]([CH2:5][P:6]([O:7][CH:8]([CH3:9])[CH3:10])([O:11][CH:12]([CH3:13])[CH3:14])=[O:15])[S:25]([c:19]1[c:18]([C:17]([F:16])([F:29])[F:30])[cH:23][cH:22][cH:21][c:20]1[CH3:24])(=[O:26])=[O:27].